This data is from the Open Reaction Database (ORD), a public repository of structured organic reaction records. The task is: describe an organic reaction: reactants, conditions, products, and yield The reactants are COCCO (2-methoxyethanol), C(OC)(OC)=O (dimethyl carbonate), CO.C(OC)(OC)=O (methanol dimethyl carbonate). Reagents/catalysts: C[O-].C[O-].C(CCC)[Sn+2]CCCC (dibutyltin dimethoxide). Reaction conditions: temperature 102 celsius. Product: COCCOC(OCCOC)=O (bis(2-methoxyethyl)carbonate). The yield is 87.5%. RXN SMILES: [CH3:1][O:2][CH2:3][CH2:4][OH:5].[C:6](=[O:11])([O:9][CH3:10])OC.CO.[C:14](=O)(OC)[O:15][CH3:16]>C[O-].C[O-].C([Sn+2]CCCC)CCC>[CH3:1][O:2][CH2:3][CH2:4][O:5][C:6](=[O:11])[O:9][CH2:10][CH2:14][O:15][CH3:16] |f:2.3,4.5.6|. Procedure details: A total of 76.1 grams (1 mole) of 2-methoxyethanol, 67.6 grams (0.75 moles) of dimethyl carbonate, and 0.5 grams of dibutyltin dimethoxide were combined in a 250 milliliter round bottom three-neck flask equipped with a straight distillation head and a magnetic stirrer. The flask contents were heated to reflux at an initial temperature of 73° C. at the head and 102° C. in the kettle. After 7 minutes at reflux, a methanol/dimethyl carbonate azeotrope was slowly removed overhead. A total of 55.9 gr... The reactants are C(C1=CC=CC=C1)OCC1=C[C@@H]([C@@H]([C@@H]1OC(C)(C)C)O)O ((1S,4R,5S)-3-[(Benzyloxy)methyl]-4-tert-butyloxy-5-hydroxy-2-cyclopenten-1-ol), N1C=NC=C1 (imidazole), [Si](C)(C)(C(C)(C)C)Cl (tert-butyldimethylsilyl chloride), CN(C)C=O (DMF). Reaction conditions: time 40 minute. The product is [Si](C)(C)(C(C)(C)C)O[C@H]1C=C([C@H]([C@@H]1O)OC(C)(C)C)COC(C1=CC=CC=C1)=O ((1S,4R,5S)-1-(tert-Butyldimethylsilyloxy)-3-{[(Benzoyloxy) methyl]}-4-tert-butyloxy-5-hydroxy-2-cyclopentene). RXN SMILES: [CH2:1]([O:8][CH2:9][C:10]1[C@@H:14]([O:15][C:16]([CH3:19])([CH3:18])[CH3:17])[C@@H:13]([OH:20])[C@@H:12]([OH:21])[CH:11]=1)[C:2]1[CH:7]=[CH:6][CH:5]=[CH:4][CH:3]=1.N1C=CN=C1.[Si:27](Cl)([C:30]([CH3:33])([CH3:32])[CH3:31])([CH3:29])[CH3:28].CN(C=[O:39])C>>[Si:27]([O:21][C@@H:12]1[C@@H:13]([OH:20])[C@H:14]([O:15][C:16]([CH3:17])([CH3:18])[CH3:19])[C:10]([CH2:9][O:8][C:1](=[O:39])[C:2]2[CH:3]=[CH:4][CH:5]=[CH:6][CH:7]=2)=[CH:11]1)([C:30]([CH3:33])([CH3:32])[CH3:31])([CH3:29])[CH3:28]. Procedure: A solution of 25 (8.04 g, 27.5 mmol) and imidazole (7.05 g, 103.55 mmol) in anhydrous DMF (80 ml) was treated with tert-butyldimethylsilyl chloride (6.70 g, 44.45 mmol). The mixture was stirred at room temperature under a blanket of argon for 40 min and quenched by the addition of water (100 ml). The reaction mixture was extracted with ethyl acetate (3×100 ml), and the combined organic extract was washed with brine (2×100 ml) and dried over Na2SO4. The solvent was evaporated and the product puri... Reactants: N1=C(C=CC=C1)C=O (2-pyridinecarboxaldehyde), [Cl-].COC[P+](C1=CC=CC=C1)(C1=CC=CC=C1)C1=CC=CC=C1 ((methoxymethyl)triphenylphosphonium chloride), CC(C)([O-])C.[K+] (Potassium t-butoxide), ice water. The solvent is C1CCOC1 (THF). Conditions: time 1 hour. The product is COC=CC1=NC=CC=C1 (1-methoxy-2-(2-pyridyl)ethene). The yield is 59.6%. As a reaction SMILES: CC(C)([O-])C.[K+].[N:7]1[CH:12]=[CH:11][CH:10]=[CH:9][C:8]=1[CH:13]=O.[Cl-].[CH3:16][O:17][CH2:18][P+](C1C=CC=CC=1)(C1C=CC=CC=1)C1C=CC=CC=1>C1COCC1>[CH3:16][O:17][CH:18]=[CH:13][C:8]1[CH:9]=[CH:10][CH:11]=[CH:12][N:7]=1 |f:0.1,3.4|. Procedure: (for Example 11): Potassium t-butoxide (8.40 g) was added under argon to a stirred, ice-cooled, mixture of 2-pyridinecarboxaldehyde (5.36 g) and (methoxymethyl)triphenylphosphonium chloride (25.65 g) in dry THF (100 ml). The mixture was stirred for 1 hour and was then poured into ice-water (100 ml). The mixture was extracted with ether (3×50 ml) and the organic solution extracted with 2M hydrochloric acid (3×25 ml). These acid extracts were washed with ether (25 ml), basified to pH 11 with 2M so... Starting materials: [Al+3], COC(=O)c1cc(F)cc2c1OCCO2, [H-], [H-], [H-], [H-], [Li+], [Na+], C1CCOC1, [OH-], O. Yields the product OCc1cc(F)cc2c1OCCO2. Reaction SMILES: [Al+3:17].[F:1][c:2]1[cH:3][c:4]([C:12](=[O:13])[O:14][CH3:15])[c:5]2[c:6]([cH:11]1)[O:7][CH2:8][CH2:9][O:10]2.[H-:16].[H-:19].[H-:20].[H-:21].[Li+:18].[Na+:24].[O:25]1[CH2:26][CH2:27][CH2:28][CH2:29]1.[OH-:23].[OH2:22]>>[F:1][c:2]1[cH:3][c:4]([CH2:12][OH:13])[c:5]2[c:6]([cH:11]1)[O:7][CH2:8][CH2:9][O:10]2.